Dataset: the Open Reaction Database (ORD), a public repository of structured organic reaction records. Task: describe an organic reaction: reactants, conditions, products, and yield The reactants are [Li]c1cccc(Br)c1, Clc1ccncc1, N, O=C(Cl)Oc1ccccc1, c1ccncc1. Yields the product Clc1ccnc(-c2cccc(Br)c2)c1. As a reaction SMILES: [Br:1][c:2]1[cH:3][c:4]([Li:8])[cH:5][cH:6][cH:7]1.[Cl:9][c:10]1[cH:11][cH:12][n:13][cH:14][cH:15]1.[N:26].[c:16]1([O:17][C:18]([Cl:19])=[O:20])[cH:21][cH:22][cH:23][cH:24][cH:25]1.[n:27]1[cH:28][cH:29][cH:30][cH:31][cH:32]1>>[Br:1][c:2]1[cH:3][c:4](-[c:12]2[cH:11][c:10]([Cl:9])[cH:15][cH:14][n:13]2)[cH:5][cH:6][cH:7]1. Reactants: ClC=1C=C(C(=O)NCC2=NN=C3N2C2=C(C(=NC3CC(=O)OCC)C3=C(C=CC=C3)Cl)C=C(S2)CC)C=CC1Cl (Ethyl 9-((3,4-dichlorobenzoylamino)methyl)-4-(2-chlorophenyl)-2-ethyl-6H-thieno[3,2-f] [1,2,4]triazolo[4,3-a] [1,4]diazepine-6-acetate), [OH-].[Na+] (Sodium hydroxide). Run in CO (methanol). The product is C(C)(C)[O-].ClC=1C=C(C(=O)NCC2=NN=C3N2C2=C(C(=NC3CC(=O)O)C3=C(C=CC=C3)Cl)C=C(S2)CC)C=CC1Cl (9-((3,4-dichlorobenzoylamino)methyl)-4-(2-chlorophenyl)-2-ethyl-6H-thieno[3,2-f] [1,2,4]triazolo[4,3-a] [1,4]-diazepine-6-acetic acid isopropyl alcoholate). RXN SMILES: [Cl:1][C:2]1[CH:3]=[C:4]([CH:37]=[CH:38][C:39]=1[Cl:40])[C:5]([NH:7][CH2:8][C:9]1[N:13]2[C:14]3[S:34][C:33]([CH2:35][CH3:36])=[CH:32][C:15]=3[C:16]([C:25]3[CH:30]=[CH:29][CH:28]=[CH:27][C:26]=3[Cl:31])=[N:17][CH:18]([CH2:19][C:20]([O:22]CC)=[O:21])[C:12]2=[N:11][N:10]=1)=[O:6].[OH-:41].[Na+]>CO>[CH:2]([O-:41])([CH3:3])[CH3:39].[Cl:1][C:2]1[CH:3]=[C:4]([CH:37]=[CH:38][C:39]=1[Cl:40])[C:5]([NH:7][CH2:8][C:9]1[N:13]2[C:14]3[S:34][C:33]([CH2:35][CH3:36])=[CH:32][C:15]=3[C:16]([C:25]3[CH:30]=[CH:29][CH:28]=[CH:27][C:26]=3[Cl:31])=[N:17][CH:18]([CH2:19][C:20]([OH:22])=[O:21])[C:12]2=[N:11][N:10]=1)=[O:6] |f:1.2,4.5|. Reported procedure: Ethyl 9-((3,4-dichlorobenzoylamino)methyl)-4-(2-chlorophenyl)-2-ethyl-6H-thieno[3,2-f] [1,2,4]triazolo[4,3-a] [1,4]diazepine-6-acetate (0.4 g) was dissolved in methanol (4 ml). 2N Sodium hydroxide (1 ml) was added and the mixture was stirred. The solvent was evaporated. Water was added and the mixture was washed with ethyl acetate. Citric acid was added to the aqueous layer to make the layer acidic. The solution was extracted with ethyl acetate and the extract was dried over magnesium sulfate. T... The yield is 90.7%. RXN SMILES: [C:1]1([CH2:7][N:8]([CH2:30][C:31]2[CH:36]=[CH:35][CH:34]=[CH:33][CH:32]=2)[C:9]2[C:18]3[N:19]=[C:20]([CH2:26][CH2:27][CH2:28][Cl:29])[N:21](COCC)[C:17]=3[C:16]3[CH:15]=[CH:14][CH:13]=[CH:12][C:11]=3[N:10]=2)[CH:6]=[CH:5][CH:4]=[CH:3][CH:2]=1.[OH-].[Na+]>Cl>[C:1]1([CH2:7][N:8]([CH2:30][C:31]2[CH:36]=[CH:35][CH:34]=[CH:33][CH:32]=2)[C:9]2[C:18]3[N:19]=[C:20]([CH2:26][CH2:27][CH2:28][Cl:29])[NH:21][C:17]=3[C:16]3[CH:15]=[CH:14][CH:13]=[CH:12][C:11]=3[N:10]=2)[CH:2]=[CH:3][CH:4]=[CH:5][CH:6]=1 |f:1.2|. Starting materials: C1(=CC=CC=C1)CN(C1=NC=2C=CC=CC2C2=C1N=C(N2COCC)CCCCl)CC2=CC=CC=C2 (N,N-bis(phenylmethyl)-2-(3-chloropropyl)-1-ethoxymethyl-1H-imidazo[4,5-c]quinolin-4-amine), [OH-].[Na+] (sodium hydroxide). Yields the product C1(=CC=CC=C1)CN(C1=NC=2C=CC=CC2C2=C1N=C(N2)CCCCl)CC2=CC=CC=C2 (N,N-bis(phenylmethyl)-2-(3-chloropropyl)-1H-imidazo[4,5-c]quinolin-4-amine). Run at time 8 hour. The solvent is Cl (hydrochloric acid). Procedure details: A suspension of N,N-bis(phenylmethyl)-2-(3-chloropropyl)-1-ethoxymethyl-1H-imidazo[4,5-c]quinolin-4-amine (1 g, 2.0 mmole) in 6N hydrochloric acid (80 mL) was heated at reflux for 2 hours and then stirred at ambient temperature overnight. The reaction mixture was neutralized with 10% sodium hydroxide then extracted with methylene chloride. The extract was dried over magnesium sulfate then concentrated under vacuum to provide 0.8 g of N,N-bis(phenylmethyl)-2-(3-chloropropyl)-1H-imidazo[4,5-c]quin... Run at time 30 minute. Solvent: CN(C)C=O (DMF). Procedure details: 1-Hydroxybenzotriazole (154 mg) and dicyclohexylcarbodiimide (272 mg) were added to a solution of 3,5-di-tert-butyl-4-hydroxycinnamic acid (331 mg) in DMF (5 ml). The mixture was stirred at room temperature for 30 minutes, and then, 3-amino-4-(2-chlorophenyl)-6,8-dimethylquinoline (288 mg) was added thereto. The resultant mixture was further stirred at room temperature for 24 hours. The insoluble materials were filtered off, while the filtrate was diluted with water and extracted with ethyl acet... Starting materials: NC=1C=NC2=C(C=C(C=C2C1C1=C(C=CC=C1)Cl)C)C (3-amino-4-(2-chlorophenyl)-6,8-dimethylquinoline), ON1N=NC2=C1C=CC=C2 (1-Hydroxybenzotriazole), C1(CCCCC1)N=C=NC1CCCCC1 (dicyclohexylcarbodiimide), C(C)(C)(C)C=1C=C(C=CC(=O)O)C=C(C1O)C(C)(C)C (3,5-di-tert-butyl-4-hydroxycinnamic acid), resultant mixture. Yields the product C(C)(C)(C)C=1C=C(C=CC(=O)NC=2C=NC3=C(C=C(C=C3C2C2=C(C=CC=C2)Cl)C)C)C=C(C1O)C(C)(C)C (3-(3,5-di-tert-butyl-4-hydroxycinnamoylamino)-4-(2-chlorophenyl)-6,8-dimethylquinoline). Isolated yield 46.6%. Reaction SMILES: ON1C2C=CC=CC=2N=N1.C1(N=C=NC2CCCCC2)CCCCC1.[C:26]([C:30]1[CH:31]=[C:32]([CH:38]=[C:39]([C:42]([CH3:45])([CH3:44])[CH3:43])[C:40]=1[OH:41])[CH:33]=[CH:34][C:35](O)=[O:36])([CH3:29])([CH3:28])[CH3:27].[NH2:46][C:47]1[CH:48]=[N:49][C:50]2[C:55]([C:56]=1[C:57]1[CH:62]=[CH:61][CH:60]=[CH:59][C:58]=1[Cl:63])=[CH:54][C:53]([CH3:64])=[CH:52][C:51]=2[CH3:65]>CN(C=O)C>[C:42]([C:39]1[CH:38]=[C:32]([CH:31]=[C:30]([C:26]([CH3:28])([CH3:27])[CH3:29])[C:40]=1[OH:41])[CH:33]=[CH:34][C:35]([NH:46][C:47]1[CH:48]=[N:49][C:50]2[C:55]([C:56]=1[C:57]1[CH:62]=[CH:61][CH:60]=[CH:59][C:58]=1[Cl:63])=[CH:54][C:53]([CH3:64])=[CH:52][C:51]=2[CH3:65])=[O:36])([CH3:44])([CH3:45])[CH3:43]. The reactants are C(C1CO1)OC1=CC(=C(C(=S)C2=CC=C(C=C2)C2=CC=CC=C2)C=C1)O (4-Glycidyloxy-2-hydroxy-4′-phenylthiobenzophenone), O (water). The solvent is O1CCCC1 (tetrahydrofuran). Yields the product OC(COC1=CC(=C(C(=S)C2=CC=C(C=C2)C2=CC=CC=C2)C=C1)O)CO (4-(2,3-Dihydroxypropoxy)-2-hydroxy-4′-phenylthiobenzophenone). RXN SMILES: [CH2:1]([O:5][C:6]1[CH:25]=[CH:24][C:9]([C:10]([C:12]2[CH:17]=[CH:16][C:15]([C:18]3[CH:23]=[CH:22][CH:21]=[CH:20][CH:19]=3)=[CH:14][CH:13]=2)=[S:11])=[C:8]([OH:26])[CH:7]=1)[CH:2]1[O:4][CH2:3]1.[OH2:27]>O1CCCC1>[OH:4][CH:2]([CH2:3][OH:27])[CH2:1][O:5][C:6]1[CH:25]=[CH:24][C:9]([C:10]([C:12]2[CH:13]=[CH:14][C:15]([C:18]3[CH:23]=[CH:22][CH:21]=[CH:20][CH:19]=3)=[CH:16][CH:17]=2)=[S:11])=[C:8]([OH:26])[CH:7]=1. Reported procedure: The title compound is prepared by the reaction of the compound of Example 14 with water in the presence of mineral acid in tetrahydrofuran.